This data is from the Open Reaction Database (ORD), a public repository of structured organic reaction records. The task is: describe an organic reaction: reactants, conditions, products, and yield Starting materials: O=C(Nc1cnc2[nH]cc(Br)c2c1)OCc1ccccc1, C1CCOC1, [H-], [Na+], Cc1ccc(S(=O)(=O)Cl)cc1. Product: Cc1ccc(S(=O)(=O)n2cc(Br)c3cc(NC(=O)OCc4ccccc4)cnc32)cc1. RXN SMILES: [Br:1][c:2]1[cH:3][nH:4][c:5]2[n:6][cH:7][c:8]([NH:11][C:12]([O:13][CH2:14][c:15]3[cH:16][cH:17][cH:18][cH:19][cH:20]3)=[O:21])[cH:9][c:10]12.[CH2:35]1[O:36][CH2:37][CH2:38][CH2:39]1.[H-:22].[Na+:23].[S:24](=[O:25])(=[O:26])([c:27]1[cH:28][cH:29][c:30]([CH3:31])[cH:32][cH:33]1)[Cl:34]>>[Br:1][c:2]1[cH:3][n:4]([S:24](=[O:25])(=[O:26])[c:27]2[cH:28][cH:29][c:30]([CH3:31])[cH:32][cH:33]2)[c:5]2[n:6][cH:7][c:8]([NH:11][C:12]([O:13][CH2:14][c:15]3[cH:16][cH:17][cH:18][cH:19][cH:20]3)=[O:21])[cH:9][c:10]12. Yields the product 89.0, OCCS(=O)(=O)CC1=C(C=C(C=C1)CS(=O)(=O)CCO)[N+](=O)[O-] (2,5-bis(hydroxyethylsulfonylmethyl)nitrobenzene). Reported procedure: 80.5 parts of 1,4-bis(hydroxyethylsulfonylmethyl)benzene are stirred into 612.5 parts of 100% strength sulfuric acid, and the mixture is heated at 35° to 40° C. until a sample shows quantitative esterification in the HPLC chromatogram (about 4 to 5 hours). 57 parts of a mixture of 30 parts by weight of 100% strength nitric acid and 70 parts by weight of 100% strength sulfuric acid (so-called "M3 acid") are then added dropwise over a period of 4 hours at 30° to 40° C., stirring is continued for 2... Starting materials: 30, [N+](=O)(O)[O-] (nitric acid), S(O)(O)(=O)=O (sulfuric acid), OCCS(=O)(=O)CC1=CC=C(C=C1)CS(=O)(=O)CCO (1,4-bis(hydroxyethylsulfonylmethyl)benzene), S(O)(O)(=O)=O (sulfuric acid). Solvent: O (water). As a reaction SMILES: [OH:1][CH2:2][CH2:3][S:4]([CH2:7][C:8]1[CH:13]=[CH:12][C:11]([CH2:14][S:15]([CH2:18][CH2:19][OH:20])(=[O:17])=[O:16])=[CH:10][CH:9]=1)(=[O:6])=[O:5].S(=O)(=O)(O)O.[N+:26]([O-])([OH:28])=[O:27]>O>[OH:1][CH2:2][CH2:3][S:4]([CH2:7][C:8]1[CH:9]=[CH:10][C:11]([CH2:14][S:15]([CH2:18][CH2:19][OH:20])(=[O:17])=[O:16])=[CH:12][C:13]=1[N+:26]([O-:28])=[O:27])(=[O:6])=[O:5]. Conditions: temperature 110 celsius, time 2 hour. Reactants: CC1CN(CC(N1)C)C(CCC1=C(NC=2CCCCC12)C=O)=O (3-[3-(3,5-Dimethylpiperazin-1-yl)-3-oxo-propyl]-4,5,6,7-tetrahydro-1H-indole-2-carbaldehyde), CNS(=O)(=O)C=1C=C2CC(NC2=CC1)=O (5-methylaminosulfonyloxindole). Yields the product CNS(=O)(=O)C=1C=C2/C(/C(NC2=CC1)=O)=C/C=1NC=2CCCCC2C1CCC(=O)N1CC(NC(C1)C)C (3-[1-{3-[3-(3,5-dimethyl-piperazin-1-yl)-3-oxo-propyl]-4,5,6,7-tetrahydro-1H-indol-2-yl}-meth-(Z)-ylidene]-2-oxo-2,3-dihydro-1H-indole-5-sulfonic acid methylamide). Isolated yield 61.5%. As a reaction SMILES: [CH3:1][CH:2]1[NH:7][CH:6]([CH3:8])[CH2:5][N:4]([C:9](=[O:23])[CH2:10][CH2:11][C:12]2[C:20]3[CH2:19][CH2:18][CH2:17][CH2:16][C:15]=3[NH:14][C:13]=2[CH:21]=O)[CH2:3]1.[CH3:24][NH:25][S:26]([C:29]1[CH:30]=[C:31]2[C:35](=[CH:36][CH:37]=1)[NH:34][C:33](=[O:38])[CH2:32]2)(=[O:28])=[O:27]>>[CH3:24][NH:25][S:26]([C:29]1[CH:30]=[C:31]2[C:35](=[CH:36][CH:37]=1)[NH:34][C:33](=[O:38])/[C:32]/2=[CH:21]\[C:13]1[NH:14][C:15]2[CH2:16][CH2:17][CH2:18][CH2:19][C:20]=2[C:12]=1[CH2:11][CH2:10][C:9]([N:4]1[CH2:3][CH:2]([CH3:1])[NH:7][CH:6]([CH3:8])[CH2:5]1)=[O:23])(=[O:28])=[O:27]. Procedure: 3-[3-(3,5-Dimethylpiperazin-1-yl)-3-oxo-propyl]-4,5,6,7-tetrahydro-1H-indole-2-carbaldehyde (136 mg, 0.3 mmol) was condensed with 5-methylaminosulfonyloxindole (68 mg, 0.3 mmol) following the same procedure used in Example 1 above to give 3-[1-{3-[3-(3,5-dimethyl-piperazin-1-yl)-3-oxo-propyl]-4,5,6,7-tetrahydro-1H-indol-2-yl}-meth-(Z)-ylidene]-2-oxo-2,3-dihydro-1H-indole-5-sulfonic acid methylamide (97 mg, 62% yield). The reactants are BrC1=CC2=CN(N=C2C(=C1)COCC1(CCN(CC1)C(=O)OC(C)(C)C)C1=CC=CC=C1)COCC[Si](C)(C)C (tert-Butyl 4-(((5-bromo-2-((2-(trimethylsilyl)ethoxy)methyl)-2H-indazol-7-yl)methoxy)methyl)-4-phenylpiperidine-1-carboxylate), C1(CC1)B(O)O (cyclopropyl boronic acid). The reagents and catalysts are [Pd].C1(=CC=CC=C1)P(C1=CC=CC=C1)C1=CC=CC=C1.C1(=CC=CC=C1)P(C1=CC=CC=C1)C1=CC=CC=C1.C1(=CC=CC=C1)P(C1=CC=CC=C1)C1=CC=CC=C1.C1(=CC=CC=C1)P(C1=CC=CC=C1)C1=CC=CC=C1 (tetrakis(triphenylphosphine) palladium(0)). Run at temperature 100 celsius. Yields the product C1(CC1)C1=CC2=CN(N=C2C(=C1)COCC1(CCN(CC1)C(=O)OC(C)(C)C)C1=CC=CC=C1)COCC[Si](C)(C)C (tert-Butyl 4-(((5-cyclopropyl-2-((2-(trimethylsilyl)ethoxy)methyl)-2H-indazol-7-yl)methoxy)methyl)-4-phenylpiperidine-1-carboxylate). RXN SMILES: Br[C:2]1[CH:10]=[C:9]([CH2:11][O:12][CH2:13][C:14]2([C:27]3[CH:32]=[CH:31][CH:30]=[CH:29][CH:28]=3)[CH2:19][CH2:18][N:17]([C:20]([O:22][C:23]([CH3:26])([CH3:25])[CH3:24])=[O:21])[CH2:16][CH2:15]2)[C:8]2[C:4](=[CH:5][N:6]([CH2:33][O:34][CH2:35][CH2:36][Si:37]([CH3:40])([CH3:39])[CH3:38])[N:7]=2)[CH:3]=1.[CH:41]1(B(O)O)[CH2:43][CH2:42]1>[Pd].C1(P(C2C=CC=CC=2)C2C=CC=CC=2)C=CC=CC=1.C1(P(C2C=CC=CC=2)C2C=CC=CC=2)C=CC=CC=1.C1(P(C2C=CC=CC=2)C2C=CC=CC=2)C=CC=CC=1.C1(P(C2C=CC=CC=2)C2C=CC=CC=2)C=CC=CC=1>[CH:41]1([C:2]2[CH:10]=[C:9]([CH2:11][O:12][CH2:13][C:14]3([C:27]4[CH:32]=[CH:31][CH:30]=[CH:29][CH:28]=4)[CH2:15][CH2:16][N:17]([C:20]([O:22][C:23]([CH3:24])([CH3:26])[CH3:25])=[O:21])[CH2:18][CH2:19]3)[C:8]3[C:4](=[CH:5][N:6]([CH2:33][O:34][CH2:35][CH2:36][Si:37]([CH3:40])([CH3:38])[CH3:39])[N:7]=3)[CH:3]=2)[CH2:43][CH2:42]1 |f:2.3.4.5.6|. Reported procedure: tert-Butyl 4-(((5-bromo-2-((2-(trimethylsilyl)ethoxy)methyl)-2H-indazol-7-yl)methoxy)methyl)-4-phenylpiperidine-1-carboxylate (42 mg, 0.07 mmol), cyclopropyl boronic acid (17.2 mg, 0.2 mmol), and tetrakis(triphenylphosphine) palladium(0) (7.7 mg, 0.007 mmol) were combined in dry tetrahydrofran (2 mL) in a microwave tube and sealed. After flushing the mixture with nitrogen, 0.24 mL of a 1 N potassium hydroxide aqueous solution was introduced. The mixture was heated at 100° C. for 1 h via microwav...